From a dataset of the Open Reaction Database (ORD), a public repository of structured organic reaction records. describe an organic reaction: reactants, conditions, products, and yield The reactants are N1(CCCCC1)C1CCNCC1 (4-(piperidin-1-yl)piperidine), CS(=O)(=O)OCC[C@]1(CN(CC1)C(CC1=CC(=CC=C1)OC(C)C)=O)C1=CC(=C(C=C1)Cl)Cl.C(C)#N (acetonitrile (S)-3-(2-methanesulfonyloxyethyl)-3-(3,4-dichlorophenyl)-1-[(3-isopropoxyphenyl)acetyl)pyrrolidine). The product is ClC=1C=C(C=CC1Cl)[C@]1(CN(CC1)C(CC1=CC(=CC=C1)OC(C)C)=O)CCN1CCC(CC1)N1CCCCC1 ((S)-3-(3,4-dichlorophenyl)-1-[(3-isopropoxyphenyl)acetyl]-3-[2-[4-(piperidin-1-yl)piperidin-1-yl]ethyl]pyrrolidine). Reaction SMILES: [N:1]1([CH:7]2[CH2:12][CH2:11][NH:10][CH2:9][CH2:8]2)[CH2:6][CH2:5][CH2:4][CH2:3][CH2:2]1.CS(O[CH2:18][CH2:19][C@:20]1([C:38]2[CH:43]=[CH:42][C:41]([Cl:44])=[C:40]([Cl:45])[CH:39]=2)[CH2:24][CH2:23][N:22]([C:25](=[O:37])[CH2:26][C:27]2[CH:32]=[CH:31][CH:30]=[C:29]([O:33][CH:34]([CH3:36])[CH3:35])[CH:28]=2)[CH2:21]1)(=O)=O.C(#N)C>>[Cl:45][C:40]1[CH:39]=[C:38]([C@:20]2([CH2:19][CH2:18][N:10]3[CH2:11][CH2:12][CH:7]([N:1]4[CH2:6][CH2:5][CH2:4][CH2:3][CH2:2]4)[CH2:8][CH2:9]3)[CH2:24][CH2:23][N:22]([C:25](=[O:37])[CH2:26][C:27]3[CH:32]=[CH:31][CH:30]=[C:29]([O:33][CH:34]([CH3:35])[CH3:36])[CH:28]=3)[CH2:21]2)[CH:43]=[CH:42][C:41]=1[Cl:44] |f:1.2|. Procedure details: In 30 ml of acetonitrile (S)-3-(2-methanesulfonyloxyethyl)-3-(3,4-dichlorophenyl)-1-[(3-isopropoxyphenyl)acetyl)pyrrolidine (3.17 g), prepared as described, supra, is mixed with an equimolar amount of 4-(piperidin-1-yl)piperidine. The reaction mixture is then heated to reflux and refluxed for about ten hours. The mixture is then concentrated under vacuum an the residue is taken up in methylene chloride and washed with a 3 N solution of hydrochloric acid, followed by a wash with brine. The organi...